describe an organic reaction: reactants, conditions, products, and yield From a dataset of the Open Reaction Database (ORD), a public repository of structured organic reaction records. Starting materials: CC=1C(=C2C(=C(C1O)C)CCC(O2)(C)C(=O)O)C (Trolox), [H-].[Na+] (sodium hydride), C(C1=CC=CC=C1)Br (benzyl bromide). Solvent: CN(C)C=O (DMF). Conditions: temperature 0 celsius, time 15 minute. Product: C(C1=CC=CC=C1)OC=1C(=C(C2=C(CCC(O2)(C)C(=O)OCC2=CC=CC=C2)C1C)C)C (Benzyl (6-benzyloxy-3,4-dihydro-2,5,7,8-tetramethyl-2H-1-benzopyran-2-yl)carboxylate). Isolated yield 58.7%. As a reaction SMILES: [CH3:1][C:2]1[C:3]([CH3:18])=[C:4]2[O:13][C:12]([C:15]([OH:17])=[O:16])([CH3:14])[CH2:11][CH2:10][C:5]2=[C:6]([CH3:9])[C:7]=1[OH:8].[H-].[Na+].[CH2:21](Br)[C:22]1[CH:27]=[CH:26][CH:25]=[CH:24][CH:23]=1>CN(C=O)C>[CH2:21]([O:8][C:7]1[C:2]([CH3:1])=[C:3]([CH3:18])[C:4]2[O:13][C:12]([C:15]([O:17][CH2:1][C:2]3[CH:3]=[CH:4][CH:5]=[CH:6][CH:7]=3)=[O:16])([CH3:14])[CH2:11][CH2:10][C:5]=2[C:6]=1[CH3:9])[C:22]1[CH:27]=[CH:26][CH:25]=[CH:24][CH:23]=1 |f:1.2|. Procedure: To a solution of Trolox® (10 g, 39.1 mmol) at) at 0° C. in DMF (50 mL), was added sodium hydride (60% dispersion in oil, 3.5 g, 87.9 mmol). The reaction mixture was stirred at 0° C. for 15 minutes and then benzyl bromide (17.1 g, 99.9 mmol) was added drop wise. The reaction mixture was allowed to warm to room temperature and stirred for overnight. DMF was evaporated under high vacuum and then the residue was dissolved in ethyl acetate (200 mL) and washed with 1 N aqueous HCl (100 mL) and brine (... Run in O1CCCC1 (tetrahydrofuran). The reagents and catalysts are C1=CC=C(C=C1)P(C2=CC=CC=C2)C3=CC=CC=C3.C1=CC=C(C=C1)P(C2=CC=CC=C2)C3=CC=CC=C3.C1=CC=C(C=C1)P(C2=CC=CC=C2)C3=CC=CC=C3.C1=CC=C(C=C1)P(C2=CC=CC=C2)C3=CC=CC=C3.[Pd] (tetrakis-(triphenylphosphine)-palladium(O)). Reaction SMILES: N1CCOCC1.C(OC([N:13]1[CH2:19][CH2:18][C:17]2[S:20][C:21]([CH:23]3[CH2:28][CH2:27][N:26]([C:29]([NH:31][C@H:32]4[CH2:37][CH2:36][C@H:35]([C:38]([O:40][CH:41]([O:43][C:44]([O:46][CH2:47][CH3:48])=[O:45])[CH3:42])=[O:39])[CH2:34][CH2:33]4)=[O:30])[CH2:25][CH2:24]3)=[N:22][C:16]=2[CH2:15][CH2:14]1)=O)C=C>O1CCCC1.C1C=CC(P(C2C=CC=CC=2)C2C=CC=CC=2)=CC=1.C1C=CC(P(C2C=CC=CC=2)C2C=CC=CC=2)=CC=1.C1C=CC(P(C2C=CC=CC=2)C2C=CC=CC=2)=CC=1.C1C=CC(P(C2C=CC=CC=2)C2C=CC=CC=2)=CC=1.[Pd]>[CH2:47]([O:46][C:44]([O:43][CH:41]([O:40][C:38]([C@H:35]1[CH2:34][CH2:33][C@H:32]([NH:31][C:29]([N:26]2[CH2:25][CH2:24][CH:23]([C:21]3[S:20][C:17]4[CH2:18][CH2:19][NH:13][CH2:14][CH2:15][C:16]=4[N:22]=3)[CH2:28][CH2:27]2)=[O:30])[CH2:37][CH2:36]1)=[O:39])[CH3:42])=[O:45])[CH3:48] |f:3.4.5.6.7|. Product: C(C)OC(=O)OC(C)OC(=O)[C@@H]1CC[C@H](CC1)NC(=O)N1CCC(CC1)C=1SC2=C(CCNCC2)N1 (2-[1-[[trans-4-[[1-(Ethoxycarbonyloxy)-ethyl]-oxycarbonyl]-cyclohexyl]-aminocarbonyl]-piperid-4-yl]-4,5,7,8-tetrahydro-6H-thiazolo[4,5-d]azepine). Procedure: Prepared by dropwise addition of one equivalent of morpholine to 6-allyloxycarbonyl-2-[1-[[trans-4-[[1-(ethoxycarbonyloxy)-ethyl]-oxycarbonyl]-cyclohexyl]aminocarbonyl]-piperid-4-yl]-4,5,7,8-tetrahydro-thiazolo[4,5-d]azepine and 0.1 equivalent of tetrakis-(triphenylphosphine)-palladium(O) in tetrahydrofuran followed by one hours' stirring at ambient temperature. The following compound is obtained analogously to Example 10: Conditions: time 1 hour. Reactants: N1CCOCC1 (morpholine), C(C=C)OC(=O)N1CCC2=C(CC1)SC(=N2)C2CCN(CC2)C(=O)N[C@@H]2CC[C@H](CC2)C(=O)OC(C)OC(=O)OCC (6-allyloxycarbonyl-2-[1-[[trans-4-[[1-(ethoxycarbonyloxy)-ethyl]-oxycarbonyl]-cyclohexyl]aminocarbonyl]-piperid-4-yl]-4,5,7,8-tetrahydro-thiazolo[4,5-d]azepine). The reactants are [N+](=O)([O-])C1=CC2=C(SCCN2)C=C1 (6-nitro-3,4-dihydro-2H-benzo[b][1,4]thiazine), ClCC(=O)Cl (2-chloroacetyl chloride). The solvent is C(C)(=O)OCC (ethyl acetate), C1CCOC1 (THF). Conditions: temperature 60 celsius, time 10 minute. Yields the product ClCC(=O)N1C2=C(SCC1)C=CC(=C2)[N+](=O)[O-] (2-Chloro-1-(6-nitro-2H-benzo[b][1,4]thiazin-4(3H)-yl)ethanone). Yield: 99.8%. Reaction SMILES: [N+:1]([C:4]1[CH:13]=[CH:12][C:7]2[S:8][CH2:9][CH2:10][NH:11][C:6]=2[CH:5]=1)([O-:3])=[O:2].[Cl:14][CH2:15][C:16](Cl)=[O:17]>C1COCC1.C(OCC)(=O)C>[Cl:14][CH2:15][C:16]([N:11]1[CH2:10][CH2:9][S:8][C:7]2[CH:12]=[CH:13][C:4]([N+:1]([O-:3])=[O:2])=[CH:5][C:6]1=2)=[O:17]. Procedure details: To a stirred solution of 6-nitro-3,4-dihydro-2H-benzo[b][1,4]thiazine (620 mg, 3.16 mmol) in THF (10 mL) was added 2-chloroacetyl chloride (0.277 mL, 3.48 mmol). The resulting mixture was then stirred at 60° C. for 10 minutes The mixture was then diluted with ethyl acetate and washed with water (3×), 1:1 water:saturated sodium carbonate, and brine. The organic phase was dried, filtered, and concentrated, giving the desired product (860 mg, 100%). 1H NMR (DMSO-d6) δ 8.36 (d, J=2.1 Hz, 1H), 7.96 (... The reactants are C12C(C3CC(CC(C1)C3)C2)NC(=O)C=2C=NN(C2Cl)C (5-chloro-1-methyl-1H-pyrazole-4-carboxylic acid adamantan-2-ylamide), N1CCSCC1 (thiomorpholine). The product is C12C(C3CC(CC(C1)C3)C2)NC(=O)C=2C=NN(C2N2CCSCC2)C (Methyl-5-thiomorpholin-4-yl-1H-pyrazole-4-carboxylic acid adamantan-2-ylamide). Reaction SMILES: [CH:1]12[CH2:10][CH:5]3[CH2:6][CH:7]([CH2:9][CH:3]([CH2:4]3)[CH:2]1[NH:11][C:12]([C:14]1[CH:15]=[N:16][N:17]([CH3:20])[C:18]=1Cl)=[O:13])[CH2:8]2.[NH:21]1[CH2:26][CH2:25][S:24][CH2:23][CH2:22]1>>[CH:1]12[CH2:10][CH:5]3[CH2:6][CH:7]([CH2:9][CH:3]([CH2:4]3)[CH:2]1[NH:11][C:12]([C:14]1[CH:15]=[N:16][N:17]([CH3:20])[C:18]=1[N:21]1[CH2:26][CH2:25][S:24][CH2:23][CH2:22]1)=[O:13])[CH2:8]2. Procedure details: Heating a mixture of 5-chloro-1-methyl-1H-pyrazole-4-carboxylic acid adamantan-2-ylamide (Example 5, 60 mg; 0.20 mmol) and thiomorpholine (0.20 mL; 2.0 mmol) to 250° C. under microwave irradiation according to the procedure described in Example 14 provided after purification by reverse phase HPLC, 1-methyl-5-thiomorpholin-4-yl-1H-pyrazole-4-carboxylic acid adamantan-2-ylamide (15 mg, 21%) as light brown powder. ES-HRMS m/e calcd for C19H29N4OS4 (M+H+) 361.2057, found 361.2053. Starting materials: CCCCCC, CCOC(C)=O, CC(C)S(=O)(=O)Cl, ClCCl, CON(C)C(=O)c1ccc(N)c(N)c1, c1ccncc1. The product is CON(C)C(=O)c1ccc(N)c(NS(=O)(=O)C(C)C)c1. As a reaction SMILES: [CH3:28][CH2:29][CH2:30][CH2:31][CH2:32][CH3:33].[CH3:37][CH2:38][O:39][C:40](=[O:41])[CH3:42].[CH:21]([CH3:22])([CH3:23])[S:24](=[O:25])(=[O:26])[Cl:27].[Cl:34][CH2:35][Cl:36].[NH2:7][c:8]1[cH:9][c:10]([C:11](=[O:12])[N:13]([CH3:14])[O:15][CH3:16])[cH:17][cH:18][c:19]1[NH2:20].[cH:1]1[cH:2][cH:3][n:4][cH:5][cH:6]1>>[NH:7]([c:8]1[cH:9][c:10]([C:11](=[O:12])[N:13]([CH3:14])[O:15][CH3:16])[cH:17][cH:18][c:19]1[NH2:20])[S:24]([CH:21]([CH3:22])[CH3:23])(=[O:25])=[O:26].